Dataset: the Open Reaction Database (ORD), a public repository of structured organic reaction records. Task: describe an organic reaction: reactants, conditions, products, and yield The reactants are CC1(OCCO1)C1=CC=C(O1)CN1N=CC(=C1)N (1-[5-(2-methyl-[1,3]dioxolan-2-yl)-furan-2-ylmethyl]-1H-pyrazol-4-ylamine), ClC1=CC=C(C=C1)C1=C(N=CO1)C(=O)O (5-(4-chloro-phenyl)-oxazole-4-carboxylic acid), 01b. Yields the product C(C)(=O)C1=CC=C(O1)CN1N=CC(=C1)NC(=O)C=1N=COC1C1=CC=C(C=C1)Cl (5-(4-Chloro-phenyl)-oxazole-4-carboxylic acid [1-(5-acetyl-furan-2-ylmethyl)-1H-pyrazol-4-yl]-amide). Reaction SMILES: [CH3:1][C:2]1([C:7]2[O:11][C:10]([CH2:12][N:13]3[CH:17]=[C:16]([NH2:18])[CH:15]=[N:14]3)=[CH:9][CH:8]=2)[O:6]CCO1.[Cl:19][C:20]1[CH:25]=[CH:24][C:23]([C:26]2[O:30][CH:29]=[N:28][C:27]=2[C:31](O)=[O:32])=[CH:22][CH:21]=1>>[C:2]([C:7]1[O:11][C:10]([CH2:12][N:13]2[CH:17]=[C:16]([NH:18][C:31]([C:27]3[N:28]=[CH:29][O:30][C:26]=3[C:23]3[CH:24]=[CH:25][C:20]([Cl:19])=[CH:21][CH:22]=3)=[O:32])[CH:15]=[N:14]2)=[CH:9][CH:8]=1)(=[O:6])[CH3:1]. Procedure: Following general procedure B followed by T, starting from 1-[5-(2-methyl-[1,3]dioxolan-2-yl)-furan-2-ylmethyl]-1H-pyrazol-4-ylamine and 5-(4-chloro-phenyl)-oxazole-4-carboxylic acid. LC-MS-conditions 01b: tR=0.96 min; [M+H]+=411.11.